Dataset: the Open Reaction Database (ORD), a public repository of structured organic reaction records. Task: describe an organic reaction: reactants, conditions, products, and yield Starting materials: CO (MeOH), N1=C(C=CC=C1)C(=O)C1=NC=CC=C1 (pyridyl ketone), Wittig salt. Run in C(Cl)Cl (CH2Cl2). Yields the product C1(CCCCC1)CCCN (cyclohexylpropylamine). Isolated yield 335.5%. As a reaction SMILES: [N:1]1[CH:6]=[CH:5][CH:4]=[CH:3][C:2]=1[C:7]([C:9]1[CH:14]=[CH:13]C=CN=1)=O.CO>C(Cl)Cl>[CH:3]1([CH2:4][CH2:5][CH2:6][NH2:1])[CH2:2][CH2:7][CH2:9][CH2:14][CH2:13]1. Procedure: Prepared as above from 464.9 mg (1.11 mmol) of the pyridyl ketone and 1.00 g (2.21 mmol) of the Wittig salt. Flash chromatography with 15% MeOH--CH2Cl2 afforded 526.0 mg (92%) of the product (E/Z=~4:1 by 1H NMR): 1H NMR (DMSO) δ 8.66 (s, 1H), 8.52(m, 1H), 8.40 (dd, J=4.5, 1.1 Hz, 1H), 8.36 (d, J=1.9 Hz, 1H), 8.01 (d, J=8.2 Hz, 2H), 7.47 (m, 2H), 7.29 (d, J=8.1 Hz, 2H), 6.20 (t, J=7.4 Hz, 1H), 3.57 (br t, J=4.4 Hz, 4H), 3.28 (br dt, J=~6.2, 5.8 Hz, 2H), 2.30 (br s, 6H), 2.02 (m, 4H), 1.63 (br t, ... Starting materials: CC(C)(C)[O-], CC(C)(C)O, CC1(C)CCC2(Cc3ccc(Cl)cc3)OC2C1=O, [K+]. Yields the product CC1(C)CCC(Cc2ccc(Cl)cc2)=C(O)C1=O. As a reaction SMILES: [CH3:19][C:20]([CH3:21])([O-:22])[CH3:23].[CH3:25][C:26]([OH:27])([CH3:28])[CH3:29].[Cl:1][c:2]1[cH:3][cH:4][c:5]([CH2:6][C:7]23[CH:8]([C:9](=[O:15])[C:10]([CH3:13])([CH3:14])[CH2:11][CH2:12]2)[O:16]3)[cH:17][cH:18]1.[K+:24]>>[Cl:1][c:2]1[cH:3][cH:4][c:5]([CH2:6][C:7]2=[C:8]([OH:16])[C:9](=[O:15])[C:10]([CH3:13])([CH3:14])[CH2:11][CH2:12]2)[cH:17][cH:18]1. Starting materials: Cl.C1(CCCCC1)C(OCC)=N (Ethyl cyclohexanecarbimidate hydrochloride), N1=C(C=C(C=C1C)C)C (2,4,6-Collidine), ClC(=O)OCC (ethyl chloroformate). Run in hexanes. Conditions: temperature 0 celsius, time 12 hour. Yields the product C(C)OC(=O)N=C(OCC)C1CCCCC1 (ethyl N-ethoxycarbonylcyclohexanecarbimidate). Yield: 95.6%. RXN SMILES: Cl.[CH:2]1([C:8](=[NH:12])[O:9][CH2:10][CH3:11])[CH2:7][CH2:6][CH2:5][CH2:4][CH2:3]1.N1C(C)=CC(C)=CC=1C.Cl[C:23]([O:25][CH2:26][CH3:27])=[O:24]>>[CH2:26]([O:25][C:23]([N:12]=[C:8]([CH:2]1[CH2:7][CH2:6][CH2:5][CH2:4][CH2:3]1)[O:9][CH2:10][CH3:11])=[O:24])[CH3:27] |f:0.1|. Procedure: Ethyl cyclohexanecarbimidate hydrochloride (1.8 g, 9.2 mmol) was suspended in hexanes (22.9 mL) and cooled to 0° C. 2,4,6-Collidine (4.1 mL, 30.9 mmol) and ethyl chloroformate (1.9 g, 17.8 mmol) were sequentially added and the mixture was allowed to warm to RT and stirred for 12 h. The solvent was removed in vacuo. The residue was suspended in EtOAc (50 mL) and the solids were removed by filtration through diatomaceous earth. The filter cake was washed with EtOAc (3×10 mL) and the combined filtr...